Dataset: the Open Reaction Database (ORD), a public repository of structured organic reaction records. Task: describe an organic reaction: reactants, conditions, products, and yield Reactants: CCOC(=O)Nc1c(OC)cc(Cc2cnc(N)nc2N)cc1OC, CCI, CN(C)C=O, [H-], [Na+]. The product is CCOC(=O)N(CC)c1c(OC)cc(Cc2cnc(N)nc2N)cc1OC. As a reaction SMILES: [CH2:1]([CH3:2])[O:3][C:4]([NH:5][c:6]1[c:7]([O:23][CH3:24])[cH:8][c:9]([CH2:14][c:15]2[c:16]([NH2:22])[n:17][c:18]([NH2:21])[n:19][cH:20]2)[cH:10][c:11]1[O:12][CH3:13])=[O:25].[CH2:28]([CH3:29])[I:30].[CH3:31][N:32]([CH3:33])[CH:34]=[O:35].[H-:26].[Na+:27]>>[CH2:1]([CH3:2])[O:3][C:4]([N:5]([c:6]1[c:7]([O:23][CH3:24])[cH:8][c:9]([CH2:14][c:15]2[c:16]([NH2:22])[n:17][c:18]([NH2:21])[n:19][cH:20]2)[cH:10][c:11]1[O:12][CH3:13])[CH2:28][CH3:29])=[O:25]. Starting materials: NCC=1C=NC=CC1 (3-aminomethylpyridine), N1(CCCCC1)CC=1C=C(OCCCN)C=CC1 (3-(3-piperidinomethylphenoxy)propylamine), COC1=NS(N=C1OC)=O (3,4-dimethoxy-1,2,5-thiadiazole 1-oxide), C1(=C(C(=C(C(=C1F)F)F)N)F)N.Cl.Cl (dihydrochloride). Solvent: CO (methanol), CO (methanol). Run at time 3 hour. The product is N1=CC(=CC=C1)CNC1=NS(N=C1NCCCOC1=CC(=CC=C1)CN1CCCCC1)=O (3-[(3-Pyridyl)methylamino]-4-[3-(3-piperidinomethylphenoxy)propylamino]-1,2,5-thiadiazole 1-oxide). RXN SMILES: [N:1]1([CH2:7][C:8]2[CH:9]=[C:10]([CH:16]=[CH:17][CH:18]=2)[O:11][CH2:12][CH2:13][CH2:14][NH2:15])[CH2:6][CH2:5][CH2:4][CH2:3][CH2:2]1.C1(N)C(F)=C(F)C(F)=C(N)C=1F.Cl.Cl.CO[C:35]1[C:39](OC)=[N:38][S:37](=[O:42])[N:36]=1.[NH2:43][CH2:44][C:45]1[CH:46]=[N:47][CH:48]=[CH:49][CH:50]=1>CO>[N:47]1[CH:48]=[CH:49][CH:50]=[C:45]([CH2:44][NH:43][C:35]2[C:39]([NH:15][CH2:14][CH2:13][CH2:12][O:11][C:10]3[CH:16]=[CH:17][CH:18]=[C:8]([CH2:7][N:1]4[CH2:6][CH2:5][CH2:4][CH2:3][CH2:2]4)[CH:9]=3)=[N:38][S:37](=[O:42])[N:36]=2)[CH:46]=1 |f:1.2.3|. Procedure details: A solution of 3-(3-piperidinomethylphenoxy)propylamine (from the dihydrochloride, 3.21 g; 10.0 mmoles) in 30 ml of methanol was added dropwise over a period of 60 minutes to a partial solution of 3,4-dimethoxy-1,2,5-thiadiazole 1-oxide (1.62 g; 10.0 mmoles) that had been cooled to 5°-7° in an ice-water bath. After 3 hours at ambient temperature, a solution of 3-aminomethylpyridine (1.14 g; 10.5 mmoles) in 10 ml of methanol was added and the solution was then stirred for 18 hours. The reaction mi... Reactants: ClC1=CC=C(C=C1)C(=CC(=O)O)C1=CC=C(C=C1)Cl (3,3-bis(p-chlorophenyl)acrylic acid), ClC1=CC=C(C=C1)C(CC(=O)O)C1=CC=C(C=C1)Cl (3,3-bis(p-chlorophenyl)propionic acid). The product is ClC1=CC=C(C=C1)C(CC(=O)OCC)C1=CC=C(C=C1)Cl (Ethyl 3,3-bis(p-chlorophenyl)propionate). Reaction SMILES: [Cl:1][C:2]1[CH:7]=[CH:6][C:5]([C:8]([C:13]2[CH:18]=[CH:17][C:16]([Cl:19])=[CH:15][CH:14]=2)=[CH:9][C:10]([OH:12])=[O:11])=[CH:4][CH:3]=1.Cl[C:21]1C=CC(C(C2C=CC(Cl)=CC=2)CC(O)=O)=C[CH:22]=1>>[Cl:1][C:2]1[CH:3]=[CH:4][C:5]([CH:8]([C:13]2[CH:14]=[CH:15][C:16]([Cl:19])=[CH:17][CH:18]=2)[CH2:9][C:10]([O:12][CH2:21][CH3:22])=[O:11])=[CH:6][CH:7]=1. Procedure details: Prepared in a similar manner from 3,3-bis(p-chlorophenyl)acrylic acid was 3,3-bis(p-chlorophenyl)propionic acid, m.p. 190°-193° C. The reactants are [Cl-].[Al+3].[Cl-].[Cl-] (aluminum chloride), Cl (HCl), COC1=C(C=CC=C1)OC (1,2-dimethoxybenzene), COC=1C=C(C=CC1OC)CC(=O)Cl (3,4-dimethoxyphenylacetyl chloride). Yields the product COC=1C=C(C=CC1OC)C(=O)CC1=CC(=C(C=C1)OC)OC (3,4,3',4'-Tetramethoxydesoxybenzoin). Yield: 98.0%. RXN SMILES: [Cl-].[Al+3].[Cl-].[Cl-].[CH3:5][O:6][C:7]1[CH:12]=[CH:11][CH:10]=[CH:9][C:8]=1[O:13][CH3:14].[CH3:15][O:16][C:17]1[CH:18]=[C:19]([CH2:25][C:26](Cl)=[O:27])[CH:20]=[CH:21][C:22]=1[O:23][CH3:24].Cl>>[CH3:5][O:6][C:7]1[CH:12]=[C:11]([C:26]([CH2:25][C:19]2[CH:20]=[CH:21][C:22]([O:23][CH3:24])=[C:17]([O:16][CH3:15])[CH:18]=2)=[O:27])[CH:10]=[CH:9][C:8]=1[O:13][CH3:14] |f:0.1.2.3|. Reported procedure: Powdered anhydrous aluminum chloride (0.78 g) was slowly added to a stirred mixture of 1,2-dimethoxybenzene (0.64 g, 4.66 mmol) and 3,4-dimethoxyphenylacetyl chloride (1.0 g, 4.66 mmol) in 10 mL freshly distilled dry dichloromethane. An exothermic reaction occurred. The orange solution became brown as the mixture refluxed. The reaction mixture was heated to reflux for an additional 2 h and then allowed to cool to room temperature. The cooled solution was poured into a mixture containing of 5 g c... The reactants are BrC=1C(C2=CC(=CC=C2C1C1=C(C=C(C=C1)F)F)O)=O (2-Bromo-3-(2,4-difluorophenyl)-6-hydroxy-1H-inden-1-one), BrC=1C(C2=CC(=CC=C2C1C1=CC=CC=C1)O)=O (2-bromo-6-hydroxy-3-phenyl-1H-inden-1-one), O=S1(CCN(CC1)CCO)=O (2-(1,1-dioxothiomorpholin-4-yl)ethanol). Product: BrC=1C(C2=CC(=CC=C2C1C1=C(C=C(C=C1)F)F)OCCN1CCS(CC1)(=O)=O)=O (2-Bromo-3-(2,4-difluorophenyl)-6-[2-(1,1-dioxothiomorpholin-4-yl)ethoxy]-1H-inden-1-one). Isolated yield 65.0%. Reaction SMILES: [Br:1][C:2]1[C:3](=[O:20])[C:4]2[C:9]([C:10]=1[C:11]1[CH:16]=[CH:15][C:14]([F:17])=[CH:13][C:12]=1[F:18])=[CH:8][CH:7]=[C:6]([OH:19])[CH:5]=2.BrC1C(=O)C2C(C=1C1C=CC=CC=1)=CC=C(O)C=2.[O:39]=[S:40]1(=[O:49])[CH2:45][CH2:44][N:43]([CH2:46][CH2:47]O)[CH2:42][CH2:41]1>>[Br:1][C:2]1[C:3](=[O:20])[C:4]2[C:9]([C:10]=1[C:11]1[CH:16]=[CH:15][C:14]([F:17])=[CH:13][C:12]=1[F:18])=[CH:8][CH:7]=[C:6]([O:19][CH2:47][CH2:46][N:43]1[CH2:44][CH2:45][S:40](=[O:49])(=[O:39])[CH2:41][CH2:42]1)[CH:5]=2. Reported procedure: The procedure of Step 6 of Example 1 was repeated except for using 2-bromo-3-(2,4-difluorophenyl)-6-hydroxy-1H-inden-1-one obtained in Step 5 of Example 82 as a starting material instead of 2-bromo-6-hydroxy-3-phenyl-1H-inden-1-one, 2-(1,1-dioxothiomorpholin-4-yl)ethanol instead of 4-(2-hydroxyethyl)morpholine to obtain the title compound (65%). Starting materials: ClC1=NC=C(C(=N1)Cl)F (2,4-dichloro-5-fluoropyrimidine), C(C)OC(=O)C=1C=C(N)C=CC1 (3-ethoxycarbonylaniline). Yields the product C(C)OC(=O)C=1C=C(C=CC1)NC1=NC=C(C(=N1)NC1=CC(=CC=C1)C(=O)OCC)F (N2,N4-bis(3-ethoxycarbonylphenyl)-5-fluoro-2,4-pyrimidinediamine). Reaction SMILES: Cl[C:2]1[N:7]=[C:6](Cl)[C:5]([F:9])=[CH:4][N:3]=1.[CH2:10]([O:12][C:13]([C:15]1[CH:16]=[C:17]([CH:19]=[CH:20][CH:21]=1)[NH2:18])=[O:14])[CH3:11]>>[CH2:10]([O:12][C:13]([C:15]1[CH:16]=[C:17]([NH:18][C:2]2[N:7]=[C:6]([NH:18][C:17]3[CH:19]=[CH:20][CH:21]=[C:15]([C:13]([O:12][CH2:10][CH3:11])=[O:14])[CH:16]=3)[C:5]([F:9])=[CH:4][N:3]=2)[CH:19]=[CH:20][CH:21]=1)=[O:14])[CH3:11]. Procedure details: In like manner to the preparation of N2,N4-bis(3-hydroxyphenyl)-5-fluoro-2,4-pyrimidinediamine, the reaction of 2,4-dichloro-5-fluoropyrimidine and 3-ethoxycarbonylaniline gave N2,N4-bis(3-ethoxycarbonylphenyl)-5-fluoro-2,4-pyrimidinediamine. LCMS: ret. time: 26.55 min.; purity: 100%; MS (m/e): 425 (MH+). The reactants are OCC1=C(C(=NC=N1)OCCC)C1=C(C=C(C=C1)OC)OCOC (6-hydroxymethyl-5-(2-methoxymethoxy-4-methoxyphenyl)-4-propoxy-pyrimidine). Reagents/catalysts: O=[Mn]=O (MnO2). Run in C(Cl)Cl (CH2Cl2). Run at time 24 hour. Product: C(=O)C1=C(C(=NC=N1)OCCC)C1=C(C=C(C=C1)OC)OCOC (6-formyl-5-(2-methoxymethoxy-4-methoxyphenyl)-4-propoxy-pyrimidine). Yield: 62.0%. RXN SMILES: [OH:1][CH2:2][C:3]1[N:8]=[CH:7][N:6]=[C:5]([O:9][CH2:10][CH2:11][CH3:12])[C:4]=1[C:13]1[CH:18]=[CH:17][C:16]([O:19][CH3:20])=[CH:15][C:14]=1[O:21][CH2:22][O:23][CH3:24]>C(Cl)Cl.O=[Mn]=O>[CH:2]([C:3]1[N:8]=[CH:7][N:6]=[C:5]([O:9][CH2:10][CH2:11][CH3:12])[C:4]=1[C:13]1[CH:18]=[CH:17][C:16]([O:19][CH3:20])=[CH:15][C:14]=1[O:21][CH2:22][O:23][CH3:24])=[O:1]. Procedure details: A solution of 6-hydroxymethyl-5-(2-methoxymethoxy-4-methoxyphenyl)-4-propoxy-pyrimidine in CH2Cl2 was treated with MnO2 and stirred vigorously for 24 h. The mixture was filtered through celite and concentrated to afford the title compound (1.48 g, 62%).